From a dataset of the Open Reaction Database (ORD), a public repository of structured organic reaction records. describe an organic reaction: reactants, conditions, products, and yield Starting materials: NC(=O)c1ccccc1N, CCOCCO, COc1cc2ncc(C#N)c(Cl)c2cc1OC, Cl, c1ccncc1. The product is COc1cc2ncc(C#N)c(Nc3ccccc3C(N)=O)c2cc1OC. RXN SMILES: [C:25]([c:26]1[c:27]([NH2:28])[cH:29][cH:30][cH:31][cH:32]1)(=[O:33])[NH2:34].[CH3:35][CH2:36][O:37][CH2:38][CH2:39][OH:40].[Cl:1][c:2]1[c:3]([C:16]#[N:17])[cH:4][n:5][c:6]2[cH:7][c:8]([O:14][CH3:15])[c:9]([O:12][CH3:13])[cH:10][c:11]12.[ClH:18].[n:19]1[cH:20][cH:21][cH:22][cH:23][cH:24]1>>[c:2]1([NH:28][c:27]2[c:26]([C:25](=[O:33])[NH2:34])[cH:32][cH:31][cH:30][cH:29]2)[c:3]([C:16]#[N:17])[cH:4][n:5][c:6]2[cH:7][c:8]([O:14][CH3:15])[c:9]([O:12][CH3:13])[cH:10][c:11]12. Starting materials: COC(=O)CCCC(C)(C)C, CC(=O)c1ccccc1, [H-], [Na+], Cc1ccccc1C. Yields the product CC(C)(C)CCCC(=O)CC(=O)c1ccccc1. As a reaction SMILES: [C:3]([CH2:4][CH2:5][CH2:6][C:7]([CH3:8])([CH3:9])[CH3:10])([O:12][CH3:11])=[O:13].[CH3:14][C:15](=[O:16])[c:17]1[cH:18][cH:19][cH:20][cH:21][cH:22]1.[H-:1].[Na+:2].[c:23]1([CH3:24])[c:25]([CH3:26])[cH:27][cH:28][cH:29][cH:30]1>>[C:3]([CH2:4][CH2:5][CH2:6][C:7]([CH3:8])([CH3:9])[CH3:10])(=[O:12])[CH2:14][C:15](=[O:16])[c:17]1[cH:18][cH:19][cH:20][cH:21][cH:22]1. The reactants are CCOC(C)=O, O=C(OO)c1cccc(Cl)c1, CCOC(=O)CCc1ccc(N(Cc2ccc(OC(C)C)c(-c3c(C)cc(OC4CCS(=O)CC4)cc3C)c2)S(=O)(=O)c2ccccc2[N+](=O)[O-])cc1F. Product: CCOC(=O)CCc1ccc(N(Cc2ccc(OC(C)C)c(-c3c(C)cc(OC4CCS(=O)(=O)CC4)cc3C)c2)S(=O)(=O)c2ccccc2[N+](=O)[O-])cc1F. RXN SMILES: [CH3:66][CH2:67][O:68][C:69](=[O:70])[CH3:71].[Cl:55][c:56]1[cH:57][cH:58][cH:59][c:60]([C:61]([O:62][OH:64])=[O:63])[cH:65]1.[F:1][c:2]1[c:3]([CH2:48][CH2:49][C:50](=[O:51])[O:52][CH2:53][CH3:54])[cH:4][cH:5][c:6]([N:8]([S:9](=[O:10])(=[O:11])[c:12]2[c:13]([N+:18](=[O:19])[O-:20])[cH:14][cH:15][cH:16][cH:17]2)[CH2:21][c:22]2[cH:23][c:24](-[c:32]3[c:33]([CH3:47])[cH:34][c:35]([O:39][CH:40]4[CH2:41][CH2:42][S:43](=[O:46])[CH2:44][CH2:45]4)[cH:36][c:37]3[CH3:38])[c:25]([O:28][CH:29]([CH3:30])[CH3:31])[cH:26][cH:27]2)[cH:7]1>>[F:1][c:2]1[c:3]([CH2:48][CH2:49][C:50](=[O:51])[O:52][CH2:53][CH3:54])[cH:4][cH:5][c:6]([N:8]([S:9](=[O:10])(=[O:11])[c:12]2[c:13]([N+:18](=[O:19])[O-:20])[cH:14][cH:15][cH:16][cH:17]2)[CH2:21][c:22]2[cH:23][c:24](-[c:32]3[c:33]([CH3:47])[cH:34][c:35]([O:39][CH:40]4[CH2:41][CH2:42][S:43](=[O:46])(=[O:63])[CH2:44][CH2:45]4)[cH:36][c:37]3[CH3:38])[c:25]([O:28][CH:29]([CH3:30])[CH3:31])[cH:26][cH:27]2)[cH:7]1. Reactants: O=C([O-])[O-], CC(=O)O[Cu]OC(C)=O, CC#N, OB(O)c1cc(C(F)(F)F)ccc1Cl, [Cs+], [Cs+], O=S1(=O)CCN2CCCC(c3ccc(O)cc3)C2=N1, c1ccncc1. Product: O=S1(=O)CCN2CCCC(c3ccc(Oc4cc(C(F)(F)F)ccc4Cl)cc3)C2=N1. Reaction SMILES: [C:40](=[O:41])([O-:42])[O-:43].[C:49]([O:50][Cu:51][O:52][C:53](=[O:54])[CH3:55])(=[O:56])[CH3:57].[CH3:46][C:47]#[N:48].[Cl:7][c:8]1[c:9]([B:18]([OH:19])[OH:20])[cH:10][c:11]([C:14]([F:15])([F:16])[F:17])[cH:12][cH:13]1.[Cs+:44].[Cs+:45].[O:21]=[S:22]1(=[O:39])[N:23]=[C:24]2[N:25]([CH2:26][CH2:27]1)[CH2:28][CH2:29][CH2:30][CH:31]2[c:32]1[cH:33][cH:34][c:35]([OH:38])[cH:36][cH:37]1.[cH:1]1[cH:2][cH:3][n:4][cH:5][cH:6]1>>[Cl:7][c:8]1[c:9]([O:38][c:35]2[cH:34][cH:33][c:32]([CH:31]3[C:24]4=[N:23][S:22](=[O:21])(=[O:39])[CH2:27][CH2:26][N:25]4[CH2:28][CH2:29][CH2:30]3)[cH:37][cH:36]2)[cH:10][c:11]([C:14]([F:15])([F:16])[F:17])[cH:12][cH:13]1. The reactants are CCC(=O)c1c(-c2ccccc2)c2cc(Br)ccc2c(=O)n1Cc1ccc(S(=O)(=O)CCCOC2CCCCO2)cc1, CO, O, Cc1ccc(S(=O)(=O)O)cc1. Yields the product CCC(=O)c1c(-c2ccccc2)c2cc(Br)ccc2c(=O)n1Cc1ccc(S(=O)(=O)CCCO)cc1. As a reaction SMILES: [Br:1][c:2]1[cH:3][c:4]2[c:5](-[c:37]3[cH:38][cH:39][cH:40][cH:41][cH:42]3)[c:6]([C:33]([CH2:34][CH3:35])=[O:36])[n:7]([CH2:13][c:14]3[cH:15][cH:16][c:17]([S:20](=[O:21])(=[O:22])[CH2:23][CH2:24][CH2:25][O:26][CH:27]4[CH2:28][CH2:29][CH2:30][CH2:31][O:32]4)[cH:18][cH:19]3)[c:8](=[O:12])[c:9]2[cH:10][cH:11]1.[CH3:55][OH:56].[OH2:43].[c:44]1([CH3:45])[cH:46][cH:47][c:48]([S:49]([OH:50])(=[O:51])=[O:52])[cH:53][cH:54]1>>[Br:1][c:2]1[cH:3][c:4]2[c:5](-[c:37]3[cH:38][cH:39][cH:40][cH:41][cH:42]3)[c:6]([C:33]([CH2:34][CH3:35])=[O:36])[n:7]([CH2:13][c:14]3[cH:15][cH:16][c:17]([S:20](=[O:21])(=[O:22])[CH2:23][CH2:24][CH2:25][OH:26])[cH:18][cH:19]3)[c:8](=[O:12])[c:9]2[cH:10][cH:11]1. The reactants are CC(C)(C)OC(=O)N1CCC(CNC(=O)Cc2cc(F)cc(F)c2)(c2ccc(I)cc2)CC1, ClCCl, O=C(O)C(F)(F)F. Yields the product O=C(Cc1cc(F)cc(F)c1)NCC1(c2ccc(I)cc2)CCNCC1. RXN SMILES: [C:1]([O:2][C:3](=[O:4])[N:8]1[CH2:9][CH2:10][C:11]([c:14]2[cH:15][cH:16][c:17]([I:20])[cH:18][cH:19]2)([CH2:21][NH:22][C:23]([CH2:24][c:25]2[cH:26][c:27]([F:32])[cH:28][c:29]([F:31])[cH:30]2)=[O:33])[CH2:12][CH2:13]1)([CH3:5])([CH3:6])[CH3:7].[Cl:41][CH2:42][Cl:43].[F:34][C:35]([F:36])([F:37])[C:38]([OH:39])=[O:40]>>[NH:8]1[CH2:9][CH2:10][C:11]([c:14]2[cH:15][cH:16][c:17]([I:20])[cH:18][cH:19]2)([CH2:21][NH:22][C:23]([CH2:24][c:25]2[cH:26][c:27]([F:32])[cH:28][c:29]([F:31])[cH:30]2)=[O:33])[CH2:12][CH2:13]1.